From a dataset of the Open Reaction Database (ORD), a public repository of structured organic reaction records. describe an organic reaction: reactants, conditions, products, and yield Reactants: IC=1C(=C(C(=O)OC(C)(C)C)C=C(C1C(=O)OC)C)C (1-tert-Butyl 4-methyl 3-iodo-2,5-dimethylterephthalate), CC1(C2=C(C(=CC=C2)P(C3=CC=CC=C3)C4=CC=CC=C4)OC5=C(C=CC=C51)P(C6=CC=CC=C6)C7=CC=CC=C7)C (XANTPHOS), C(C)N (ethylamine), C([O-])([O-])=O.[Cs+].[Cs+] (cesium carbonate), C(C)N (ethylamine). The reagents and catalysts are C=1C=CC(=CC1)/C=C/C(=O)/C=C/C2=CC=CC=C2.C=1C=CC(=CC1)/C=C/C(=O)/C=C/C2=CC=CC=C2.C=1C=CC(=CC1)/C=C/C(=O)/C=C/C2=CC=CC=C2.[Pd].[Pd] (tris(dibenzylideneacetone)dipalladium), C=1C=CC(=CC1)/C=C/C(=O)/C=C/C2=CC=CC=C2.C=1C=CC(=CC1)/C=C/C(=O)/C=C/C2=CC=CC=C2.C=1C=CC(=CC1)/C=C/C(=O)/C=C/C2=CC=CC=C2.[Pd].[Pd] (tris(dibenzylideneacetone)dipalladium), CC1(C2=C(C(=CC=C2)P(C3=CC=CC=C3)C4=CC=CC=C4)OC5=C(C=CC=C51)P(C6=CC=CC=C6)C7=CC=CC=C7)C (XANTPHOS). Solvent: O1CCOCC1 (dioxane). Conditions: temperature 95 celsius, time 19 hour. Yields the product C(C)NC=1C(=C(C(=O)OC(C)(C)C)C=C(C1C(=O)OC)C)C (1-tert-butyl 4-methyl 3-(ethylamino)-2,5-dimethylterephthalate). Isolated yield 67.0%. As a reaction SMILES: I[C:2]1[C:3]([CH3:20])=[C:4]([CH:12]=[C:13]([CH3:19])[C:14]=1[C:15]([O:17][CH3:18])=[O:16])[C:5]([O:7][C:8]([CH3:11])([CH3:10])[CH3:9])=[O:6].C(=O)([O-])[O-].[Cs+].[Cs+].[CH2:27]([NH2:29])[CH3:28].CC1(C)C2C(=C(P(C3C=CC=CC=3)C3C=CC=CC=3)C=CC=2)OC2C(P(C3C=CC=CC=3)C3C=CC=CC=3)=CC=CC1=2>O1CCOCC1.C1C=CC(/C=C/C(/C=C/C2C=CC=CC=2)=O)=CC=1.C1C=CC(/C=C/C(/C=C/C2C=CC=CC=2)=O)=CC=1.C1C=CC(/C=C/C(/C=C/C2C=CC=CC=2)=O)=CC=1.[Pd].[Pd].CC1(C)C2C(=C(P(C3C=CC=CC=3)C3C=CC=CC=3)C=CC=2)OC2C(P(C3C=CC=CC=3)C3C=CC=CC=3)=CC=CC1=2>[CH2:27]([NH:29][C:2]1[C:3]([CH3:20])=[C:4]([CH:12]=[C:13]([CH3:19])[C:14]=1[C:15]([O:17][CH3:18])=[O:16])[C:5]([O:7][C:8]([CH3:11])([CH3:10])[CH3:9])=[O:6])[CH3:28] |f:1.2.3,7.8.9.10.11|. Procedure details: 1-tert-Butyl 4-methyl 3-iodo-2,5-dimethylterephthalate (300 mg, 0.769 mmol) was dissolved in dioxane (3 mL) and sparged with nitrogen for 15 minutes. XANTPHOS (18 mg, 0.031 mmol), cesium carbonate (326 mg, 1.00 mmol), ethylamine (0.1 mL) and tris(dibenzylideneacetone)dipalladium (14 mg, 0.015 mmol) were added, and the mixture was stirred in a sealed tube at 95° C. for 19 h. XANTPHOS (36 mg, 0.062 mmol), ethylamine (0.1 mL) and tris(dibenzylideneacetone)dipalladium (28 mg, 0.030 mmol) were added ... Reactants: COC1=C(COCCCOC2=CC=C(C=C2)C2C(CN(CC2)C(=O)OCC2=CC=CC=C2)OCC2=CC(=C(C=C2)C(=O)OC)OCCCOC)C=CC=C1 (benzyl 4-{4-[3-(2-methoxybenzyloxy)propoxy]phenyl}-3-[4-methoxycarbonyl-3-(3-methoxypropoxy)benzyloxy]piperidine-1-carboxylate), Cl (HCl), O (water). Run in CO (methanol), [OH-].[Na+] (NaOH). Product: C(=O)(O)C1=C(C=C(COC2CN(CCC2C2=CC=C(C=C2)OCCCOCC2=C(C=CC=C2)OC)C(=O)OCC2=CC=CC=C2)C=C1)OCCCOC (Benzyl 3-[4-carboxy-3-(3-methoxypropoxy)benzyloxy]-4-{4-[3-(2-methoxybenzyloxy)propoxy]phenyl}piperidine-1-carboxylate). RXN SMILES: [CH3:1][O:2][C:3]1[CH:54]=[CH:53][CH:52]=[CH:51][C:4]=1[CH2:5][O:6][CH2:7][CH2:8][CH2:9][O:10][C:11]1[CH:16]=[CH:15][C:14]([CH:17]2[CH2:22][CH2:21][N:20]([C:23]([O:25][CH2:26][C:27]3[CH:32]=[CH:31][CH:30]=[CH:29][CH:28]=3)=[O:24])[CH2:19][CH:18]2[O:33][CH2:34][C:35]2[CH:40]=[CH:39][C:38]([C:41]([O:43]C)=[O:42])=[C:37]([O:45][CH2:46][CH2:47][CH2:48][O:49][CH3:50])[CH:36]=2)=[CH:13][CH:12]=1.O.Cl>CO.[OH-].[Na+]>[C:41]([C:38]1[CH:39]=[CH:40][C:35]([CH2:34][O:33][CH:18]2[CH:17]([C:14]3[CH:13]=[CH:12][C:11]([O:10][CH2:9][CH2:8][CH2:7][O:6][CH2:5][C:4]4[CH:51]=[CH:52][CH:53]=[CH:54][C:3]=4[O:2][CH3:1])=[CH:16][CH:15]=3)[CH2:22][CH2:21][N:20]([C:23]([O:25][CH2:26][C:27]3[CH:28]=[CH:29][CH:30]=[CH:31][CH:32]=3)=[O:24])[CH2:19]2)=[CH:36][C:37]=1[O:45][CH2:46][CH2:47][CH2:48][O:49][CH3:50])([OH:43])=[O:42] |f:4.5|. Procedure details: The mixture of 1.90 g of benzyl 4-{4-[3-(2-methoxybenzyloxy)propoxy]phenyl}-3-[4-methoxycarbonyl-3-(3-methoxypropoxy)benzyloxy]piperidine-1-carboxylate (Example 29a) in 15 ml of methanol and 5.0 ml of 1N NaOH is stirred at reflux over 2 hours. The reaction mixture is cooled, admixed with water (100 ml) and 2N HCl (3.0 ml), and extracted with tert-butyl methyl ether (2×100 ml). The organic phases are dried with sodium sulphate, filtered, concentrated by evaporation. This gives the crude title com...